Dataset: the Open Reaction Database (ORD), a public repository of structured organic reaction records. Task: describe an organic reaction: reactants, conditions, products, and yield Reactants: C(C)OC(C(C(=O)OCC)CC(CCCCC)C1=C2C(=CC=C1)OCO2)=O (2-(2, 3-methylenedioxyphenyl)heptylmalonic acid diethylester), [OH-].[Na+] (sodium hydroxide), resultant mixture. The solvent is C(C)O (ethanol). Yields the product C1OC2=C(C=CC=C2O1)C(CCC(=O)O)CCCCC (4-(2, 3-methylenedioxyphenyl) nonanoic acid). Yield: 83.9%. RXN SMILES: C([O:3][C:4](=[O:27])[CH:5]([CH2:11][CH:12]([C:18]1[CH:23]=[CH:22][CH:21]=[C:20]2[O:24][CH2:25][O:26][C:19]=12)[CH2:13][CH2:14][CH2:15][CH2:16][CH3:17])C(OCC)=O)C.[OH-].[Na+]>C(O)C>[CH2:25]1[O:24][C:20]2[C:19](=[C:18]([CH:12]([CH2:13][CH2:14][CH2:15][CH2:16][CH3:17])[CH2:11][CH2:5][C:4]([OH:27])=[O:3])[CH:23]=[CH:22][CH:21]=2)[O:26]1 |f:1.2|. Reported procedure: To a solution of 1.49 g (3.94 mmol) of 2-(2, 3-methylenedioxyphenyl)heptylmalonic acid diethylester in 10 ml of ethanol was added 6.6 g of 10% aqueous sodium hydroxide, and the resultant mixture was refluxed under heating for 2.5 hours. The reaction mixture was concentrated in vacuo, mixed with 5 ml of water and 0.8 ml of conc. sulfuric acid and refluxed under heating for 4 hours. After cooling, the reaction mixture was shaken with ethyl acetate, and the extract was washed with saturated saline,... The reactants are C(C)(C)(C)OC(=O)C([C@@H]1C[C@@H](CC1)OS(=O)(=O)C)N (methanesulfonic acid (1R,3S)-3-(tert-butoxycarbonyl-aminomethyl)cyclopentyl ester), OC=1C=C2C=CNC(C2=CC1)=O (6-hydroxy-2H-isoquinolin-1-one), C([O-])([O-])=O.[K+].[K+] (potassium carbonate), C(=O)(O)[O-].[Na+] (NaHCO3), FC(C(=O)O)(F)F (trifluoroacetic acid), resultant mixture. The solvent is CN(C=O)C (N,N-dimethylformamide), CN(C=O)C (N, N-dimethylformamide), CO (methanol), ClCCl (dichloromethane). Reaction conditions: temperature 90 celsius, time 4 hour. Product: NC[C@@H]1C[C@@H](CC1)OC=1C=C2C=CNC(C2=CC1)=O ((1R,3S)-6-(3-aminomethylcyclopentyloxy)-2H-isoquinolin-1-one). RXN SMILES: C(OC([CH:8]([NH2:19])[C@H:9]1[CH2:13][CH2:12][C@@H:11]([O:14]S(C)(=O)=O)[CH2:10]1)=O)(C)(C)C.O[C:21]1[CH:22]=[C:23]2[C:28](=[CH:29][CH:30]=1)[C:27](=[O:31])[NH:26][CH:25]=[CH:24]2.C(=O)([O-])[O-].[K+].[K+].C([O-])(O)=O.[Na+].FC(F)(F)C(O)=O>CN(C)C=O.CO.ClCCl>[NH2:19][CH2:8][C@H:9]1[CH2:13][CH2:12][C@@H:11]([O:14][C:21]2[CH:22]=[C:23]3[C:28](=[CH:29][CH:30]=2)[C:27](=[O:31])[NH:26][CH:25]=[CH:24]3)[CH2:10]1 |f:2.3.4,5.6|. Procedure details: A solution of the methanesulfonic acid (1R,3S)-3-(tert-butoxycarbonyl-aminomethyl)cyclopentyl ester in N,N-dimethylformamide (2 ml) was added over 15 minutes to a stirred solution of 6-hydroxy-2H-isoquinolin-1-one (161 mg, 1 mmol) and potassium carbonate (276 mg) in N, N-dimethylformamide (2 ml) at 100° C. The mixture was stirred at 90° C. for 4 h then allowed to cool to ambient temperature and stirred overnight. Saturated aqueous NaHCO3 was added, the mixture was extracted with chloroform: isop... Starting materials: CC=1C=C(OC2=C(C(NC(=C2CO)C)=O)I)C=C(C1)C (4-(3,5-dimethylphenoxy)-5-(hydroxymethyl)-3-iodo-6-methyl-2(1H)-pyridinone), O=S(Cl)Cl (SOCl2), expected compound 125. The solvent is C(Cl)Cl (CH2Cl2). Reaction conditions: time 2 hour. Product: ClCC=1C(=C(C(NC1C)=O)I)OC1=CC(=CC(=C1)C)C (5-(chloromethyl)-4-(3,5-dimethylphenoxy)-3-iodo-6-methyl-2(1H)-pyridinone). As a reaction SMILES: [CH3:1][C:2]1[CH:3]=[C:4]([CH:17]=[C:18]([CH3:20])[CH:19]=1)[O:5][C:6]1[C:11]([CH2:12]O)=[C:10]([CH3:14])[NH:9][C:8](=[O:15])[C:7]=1[I:16].O=S(Cl)[Cl:23]>C(Cl)Cl>[Cl:23][CH2:12][C:11]1[C:6]([O:5][C:4]2[CH:3]=[C:2]([CH3:1])[CH:19]=[C:18]([CH3:20])[CH:17]=2)=[C:7]([I:16])[C:8](=[O:15])[NH:9][C:10]=1[CH3:14]. Reported procedure: The heterogeneous solution of compound 257 (450 mg; 1.2 mmol) in CH2Cl2 (30 ml) became homogeneous mixture by addition at room temperature of SOCl2 (2.6 ml). After 2 hours on stirring at room temperature, all the volatiles were removed under reduced pressure giving a yellow solid which corresponds to the expected compound 125 in quantitative yield (470 mg); m.p.=256–258° C. This compound was used for the next step without any further purification. Starting materials: CS(=O)(=O)c1nnc2n1C=Cc1ccccc1C2, CS(=O)c1nnc2n1C=Cc1ccccc1C2, CCO. Yields the product CCOc1nnc2n1C=Cc1ccccc1C2. Reaction SMILES: [CH3:18][S:19]([c:20]1[n:21]2[c:22]([n:32][n:33]1)[CH2:23][c:24]1[cH:25][cH:26][cH:27][cH:28][c:29]1[CH:30]=[CH:31]2)(=[O:34])=[O:35].[CH3:1][S:2](=[O:3])[c:4]1[n:5][n:6][c:7]2[n:13]1[CH:12]=[CH:11][c:10]1[c:9]([cH:17][cH:16][cH:15][cH:14]1)[CH2:8]2.[CH3:36][CH2:37][OH:38]>>[c:4]1([O:38][CH2:37][CH3:36])[n:5][n:6][c:7]2[n:13]1[CH:12]=[CH:11][c:10]1[c:9]([cH:17][cH:16][cH:15][cH:14]1)[CH2:8]2. As a reaction SMILES: [C:1](=[O:2])([O:3][CH3:4])[c:5]1[c:6]2[c:7]3[c:12]([nH:13][c:14]2[cH:15][cH:16][cH:17]1)[CH2:11][CH:10]([CH3:18])[CH2:9][C:8]3=[O:19].[C:29](=[O:30])([O-:31])[O-:32].[CH3:40][CH2:41][O:42][C:43]([CH3:44])=[O:45].[ClH:46].[F:20][c:21]1[cH:22][c:23]([CH2:24][Br:25])[cH:26][cH:27][cH:28]1.[K+:33].[K+:34].[O:35]=[CH:36][N:37]([CH3:38])[CH3:39]>>[C:1](=[O:2])([O:3][CH3:4])[c:5]1[c:6]2[c:7]3[c:12]([n:13]([CH2:24][c:23]4[cH:22][c:21]([F:20])[cH:28][cH:27][cH:26]4)[c:14]2[cH:15][cH:16][cH:17]1)[CH2:11][CH:10]([CH3:18])[CH2:9][C:8]3=[O:19]. The reactants are COC(=O)c1cccc2[nH]c3c(c12)C(=O)CC(C)C3, O=C([O-])[O-], CCOC(C)=O, Cl, Fc1cccc(CBr)c1, [K+], [K+], CN(C)C=O. Product: COC(=O)c1cccc2c1c1c(n2Cc2cccc(F)c2)CC(C)CC1=O. The reactants are O=C(CC(CC1=C(C=C(C(=C1)F)F)F)=O)N1CC=2N(CC1)C(=NN2)C(F)(F)F (4-oxo-4-[3-(trifluoromethyl)-5,6-dihydro[1,2,4]triazolo[4,3-α]pyrazin-7(8H)-yl]-1-(2,4,5-trifluorophenyl)butan-2-one), [OH-].[NH4+] (ammonium hydroxide), C(C)(=O)[O-].[NH4+] (ammonium acetate). Run in CO (methanol), CO (Methanol), CO (methanol). Run at time 2 hour. Yields the product O=C(\C=C(\CC1=C(C=C(C(=C1)F)F)F)/N)N1CC=2N(CC1)C(=NN2)C(F)(F)F ((2Z)-4-oxo-4-[3-(trifluoromethyl)-5,6-dihydro[1,2,4]triazolo[4,3-α]pyrazin-7(8H)-yl]-1-(2,4,5-trifluorophenyl)but-2-en-2-amine). Isolated yield 90.2%. RXN SMILES: [O:1]=[C:2]([N:16]1[CH2:21][CH2:20][N:19]2[C:22]([C:25]([F:28])([F:27])[F:26])=[N:23][N:24]=[C:18]2[CH2:17]1)[CH2:3][C:4](=O)[CH2:5][C:6]1[CH:11]=[C:10]([F:12])[C:9]([F:13])=[CH:8][C:7]=1[F:14].C([O-])(=O)C.[NH4+:33].[OH-].[NH4+]>CO>[O:1]=[C:2]([N:16]1[CH2:21][CH2:20][N:19]2[C:22]([C:25]([F:28])([F:27])[F:26])=[N:23][N:24]=[C:18]2[CH2:17]1)/[CH:3]=[C:4](\[NH2:33])/[CH2:5][C:6]1[CH:11]=[C:10]([F:12])[C:9]([F:13])=[CH:8][C:7]=1[F:14] |f:1.2,3.4|. Procedure details: A 5 L round-bottom flask was charged with methanol (100 mL), the ketoamide 2-3 (200 g), and ammonium acetate (110.4 g). Methanol (180 mL) and 28% aqueous ammonium hydroxide (58.6 mL) were then added keeping the temperature below 30° C. during the addition. Additional methanol (100 mL) was added to the reaction mixture. The mixture was heated at reflux temperature and aged for 2 h. The reaction was cooled to room temperature and then to about 5° C. in an ice-bath. After 30 min, the solid was filt... Starting materials: resultant mixture, P(=O)(Cl)(Cl)Cl (Phosphorus oxychloride), [Na] (Sodium), ClC=1C=C(C=CC1OS(=O)(=O)C)S(=O)(=O)O (3-chloro-4-methylsulfonyloxybenzene sulfonic acid), CN(C=O)C (N,N-dimethylformamide), resultant mixture. Procedure details: Sodium salt of 3-chloro-4-methylsulfonyloxybenzene sulfonic acid (453 g: 1.47 moles), N,N-dimethylformamide (21.1 g: 0.288 mole) and benzene (2000 cc) were mixed and heated with stirring until the mixture was refluxed. Phosphorus oxychloride (237 g: 1.55 moles) was added dropwise to the mixture for 1 hour. The resultant mixture was refluxed with stirring for an additional 3 hours and then water (1000 cc) was added to the resultant mixture under the temperature 20° C.-30° C. with cooling. The mix... Isolated yield 74.7%. Yields the product ClC=1C=C(C=CC1OS(=O)(=O)C)S(=O)(=O)Cl (3-chloro-4-methylsulfonyloxybenzene sulfonylchloride). Reaction SMILES: [Na].[Cl:2][C:3]1[CH:4]=[C:5]([S:14]([OH:17])(=O)=[O:15])[CH:6]=[CH:7][C:8]=1[O:9][S:10]([CH3:13])(=[O:12])=[O:11].CN(C)C=O.P(Cl)(Cl)([Cl:25])=O>O.C1C=CC=CC=1>[Cl:2][C:3]1[CH:4]=[C:5]([S:14]([Cl:25])(=[O:17])=[O:15])[CH:6]=[CH:7][C:8]=1[O:9][S:10]([CH3:13])(=[O:12])=[O:11] |^1:0|. Run in O (water), C1=CC=CC=C1 (benzene).